Dataset: the Open Reaction Database (ORD), a public repository of structured organic reaction records. Task: describe an organic reaction: reactants, conditions, products, and yield Reactants: [H][H] (hydrogen), C[C@]12CC[C@@H]3C=4C=CC(=CC4CC[C@H]3[C@@H]1CCC2=O)O (Estrone), [H-].[Na+] (Sodium hydride), [O-]C1=CC=CC=C1 (phenoxide), ClCCN (chloroethylamine). The solvent is CN(C)C=O (DMF). Product: C[C@]12CC[C@H]3[C@H]([C@@H]1CCC2=O)CCC4=C3C=CC(=C4)CCN (3-aminoethyl estrone). RXN SMILES: [CH3:1][C@@:2]12[C:18](=[O:19])[CH2:17][CH2:16][C@H:15]1[C@H:14]1[C@@H:5]([C:6]3[CH:7]=[CH:8][C:9](O)=[CH:10][C:11]=3[CH2:12][CH2:13]1)[CH2:4][CH2:3]2.[H-].[Na+].[O-]C1C=CC=CC=1.[H][H].Cl[CH2:33][CH2:34][NH2:35]>CN(C=O)C>[CH3:1][C@@:2]12[C:18](=[O:19])[CH2:17][CH2:16][C@H:15]1[C@@H:14]1[CH2:13][CH2:12][C:11]3[CH:10]=[C:9]([CH2:33][CH2:34][NH2:35])[CH:8]=[CH:7][C:6]=3[C@H:5]1[CH2:4][CH2:3]2 |f:1.2|. Reported procedure: Estrone (5.0 g, 18.5 mmole) was dissolved in 80 mL of anhydrous DMF. Sodium hydride (4.4 g, 185 mmole) was slowly added to the solution to generate reactive phenoxide in situ. Care was taken to avoid rapid evolution of hydrogen gas. 4.3 g (55 mmole) chloroethylamine was added to the solution and the mixture was allowed to react at 60° C. for 4 hrs. The product was precipitated with a large volume of water and the precipitate collected. For purification, the crude solid was dissolved in methylene... Procedure: 2,4-Dihydro-4-[1-(phenylmethyl)-4-piperidinyl]-3H-1,2,4-triazol-3-one (Example 64(b)) (2.2 g) was divided between 2, 10 mL vials. 1,4-Cyclohexadiene (5 mL) and palladium hydroxide (270 mg, 20 wt. % on carbon) were added to each vial and the reactions were heated at 100° C. for 30 minutes within a microwave. The reaction mixtures were combined, ethanol (50 mL) and water (50 mL) were added and the mixture was filtered through diatomaceous earth and evaporated to give the sub-title compound as a so... Reaction conditions: temperature 100 celsius. The reactants are C1(=CC=CC=C1)CN1CCC(CC1)N1C(NN=C1)=O (2,4-Dihydro-4-[1-(phenylmethyl)-4-piperidinyl]-3H-1,2,4-triazol-3-one), C(C)O (ethanol), C1=CCC=CC1 (1,4-Cyclohexadiene). Solvent: O (water). Reagents/catalysts: [OH-].[Pd+2].[OH-] (palladium hydroxide). The product is N1CCC(CC1)N1C(NN=C1)=O (2,4-Dihydro-4-(4-piperidinyl)-3H-1,2,4-triazol-3-one). As a reaction SMILES: C1(C[N:8]2[CH2:13][CH2:12][CH:11]([N:14]3[CH:18]=[N:17][NH:16][C:15]3=[O:19])[CH2:10][CH2:9]2)C=CC=CC=1.C1CC=CCC=1.C(O)C>[OH-].[Pd+2].[OH-].O>[NH:8]1[CH2:9][CH2:10][CH:11]([N:14]2[CH:18]=[N:17][NH:16][C:15]2=[O:19])[CH2:12][CH2:13]1 |f:3.4.5|. The yield is 50.3%. The reactants are [I-].C[S+](=O)(C)C (trimethylsulphoxonium iodide), [H-].[Na+] (sodium hydride), C(C)=C(C(=O)OCC)C(=O)OCC (diethyl ethylidenemalonate), Cl (hydrochloric acid). Run in CS(=O)C (dimethyl sulphoxide), CS(=O)C (dimethyl sulphoxide). Reaction conditions: time 2 hour. Yields the product CC1C(C1)(C(=O)OCC)C(=O)OCC (Diethyl 2-methyl-1,1-cyclopropanedicarboxylate). Reaction SMILES: [I-].[CH3:2][S+](C)(C)=O.[H-].[Na+].[CH:9](=[C:11]([C:17]([O:19][CH2:20][CH3:21])=[O:18])[C:12]([O:14][CH2:15][CH3:16])=[O:13])[CH3:10].Cl>CS(C)=O>[CH3:10][CH:9]1[CH2:2][C:11]1([C:17]([O:19][CH2:20][CH3:21])=[O:18])[C:12]([O:14][CH2:15][CH3:16])=[O:13] |f:0.1,2.3|. Reported procedure: To a solution of 50.6 g of trimethylsulphoxonium iodide in 400 cm3 of dimethyl sulphoxide there are added, in one go, 8.84 g of 60% sodium hydride in oil. The reaction mixture is stirred for 2 hours and then a solution of 43.3 g of diethyl ethylidenemalonate in 200 cm3 of dimethyl sulphoxide is added dropwise over a period of 15 minutes. After stirring for 16 h, a mixture of ice and 100 cm3 of 1N hydrochloric acid is added and then the reaction mixture is extracted with ether (3×200 cm3). The co... Reactants: CI (methyliodide), C(C1=CC=CC=C1)OC(NC1CCC(CC1)N(C(=S)NC)C)=O ([4-(1,3-dimethyl-thioureido)-cyclohexyl]carbamic acid benzylester). The solvent is C(=O)(C)C#N (AcCN). Product: C(C1=CC=CC=C1)OC(NC1CCC(CC1)N(C(SC)=NC)C)=O ([4-(1,2,3-Trimethyl-isothioureido)-cyclohexyl]-carbamic acid benzylester), I (hydroiodide). RXN SMILES: [CH3:1][I:2].[CH2:3]([O:10][C:11](=[O:25])[NH:12][CH:13]1[CH2:18][CH2:17][CH:16]([N:19]([CH3:24])[C:20]([NH:22][CH3:23])=[S:21])[CH2:15][CH2:14]1)[C:4]1[CH:9]=[CH:8][CH:7]=[CH:6][CH:5]=1>C(C#N)(C)=O>[CH2:3]([O:10][C:11](=[O:25])[NH:12][CH:13]1[CH2:14][CH2:15][CH:16]([N:19]([CH3:24])[C:20](=[N:22][CH3:23])[S:21][CH3:1])[CH2:17][CH2:18]1)[C:4]1[CH:9]=[CH:8][CH:7]=[CH:6][CH:5]=1.[IH:2]. Reported procedure: 0.18 ml of methyliodide are added to a solution of 0.64 g [4-(1,3-dimethyl-thioureido)-cyclohexyl]carbamic acid benzylester in 30 ml of AcCN. The mixture obtained is refluxed for 2.5 hours and solvent is evaporated. [4-(1,2,3-Trimethyl-isothioureido)-cyclohexyl]-carbamic acid benzylester in the form of a hydroiodide is obtained. Starting materials: ClC1=CC(=CC=C1)C(=O)OO (3-chloroperbenzoic acid), C(C)(=O)OCC (ethyl acetate), ClC1=C(C=CC=C1)N1C(NC2=NC(=NC=C2C1)SC)=O (3-(2-chlorophenyl)-7-methylthio-3,4-dihydropyrimido[4,5-d]pyrimidin-2(1H)-one), S(=S)(=O)([O-])[O-].[Na+].[Na+] (sodium thiosulfate). The solvent is C(Cl)(Cl)Cl (chloroform), ClCCl (dichloromethane). Reaction conditions: time 2 hour. Product: ClC1=C(C=CC=C1)N1C(NC2=NC(=NC=C2C1)S(=O)(=O)C)=O (3-(2-chloro-phenyl)-7-methylsulfonyl-3,4-dihydropyrimido[4,5-d]pyrimidin-2(1H)-one). RXN SMILES: [Cl:1][C:2]1[CH:7]=[CH:6][CH:5]=[CH:4][C:3]=1[N:8]1[CH2:17][C:16]2[C:11](=[N:12][C:13](SC)=[N:14][CH:15]=2)[NH:10][C:9]1=[O:20].Cl[C:22]1C=CC=C(C(OO)=O)C=1.[S:32]([O-:36])([O-])(=[O:34])=S.[Na+].[Na+].C(OCC)(=O)C>C(Cl)(Cl)Cl.ClCCl>[Cl:1][C:2]1[CH:7]=[CH:6][CH:5]=[CH:4][C:3]=1[N:8]1[CH2:17][C:16]2[C:11](=[N:12][C:13]([S:32]([CH3:22])(=[O:36])=[O:34])=[N:14][CH:15]=2)[NH:10][C:9]1=[O:20] |f:2.3.4|. Procedure details: A suspension of 3-(2-chlorophenyl)-7-methylthio-3,4-dihydropyrimido[4,5-d]pyrimidin-2(1H)-one (4.1 g, 12.8 mmol) in 50 mL of chloroform was cooled in ice and treated with 70% 3-chloroperbenzoic acid (9.8 g, 39.8 mmol). The mixture was stirred at room temperature for 2 hours, then treated twice with 100 mL of 10% aqueous sodium thiosulfate and left to stir for 30 minutes. The reaction was diluted with 400 mL dichloromethane and the phases were separated. The organic phase was washed with a satura...